From a dataset of the Open Reaction Database (ORD), a public repository of structured organic reaction records. describe an organic reaction: reactants, conditions, products, and yield The reactants are ClC1=CC=C(C=C1)C=1C=C(C=2N(C1)C(=CN2)I)F (6-(4-chloro-phenyl)-8-fluoro-3-iodo-imidazo[1,2-a]pyridine), C(#C)C=1C=NC(=NC1)N (5-Ethynyl-pyrimidin-2-ylamine). Product: ClC1=CC=C(C=C1)C=1C=C(C=2N(C1)C(=CN2)C#CC=2C=NC(=NC2)N)F (5-[6-(4-Chloro-phenyl)-8-fluoro-imidazo[1,2-a]pyridin-3-ylethynyl]-pyrimidin-2-ylamine), solid. Yield: 34.0%. RXN SMILES: [Cl:1][C:2]1[CH:7]=[CH:6][C:5]([C:8]2[CH:9]=[C:10]([F:18])[C:11]3[N:12]([C:14](I)=[CH:15][N:16]=3)[CH:13]=2)=[CH:4][CH:3]=1.[C:19]([C:21]1[CH:22]=[N:23][C:24]([NH2:27])=[N:25][CH:26]=1)#[CH:20]>>[Cl:1][C:2]1[CH:7]=[CH:6][C:5]([C:8]2[CH:9]=[C:10]([F:18])[C:11]3[N:12]([C:14]([C:20]#[C:19][C:21]4[CH:22]=[N:23][C:24]([NH2:27])=[N:25][CH:26]=4)=[CH:15][N:16]=3)[CH:13]=2)=[CH:4][CH:3]=1. Procedure: The title compound was prepared from 6-(4-chloro-phenyl)-8-fluoro-3-iodo-imidazo[1,2-a]pyridine (example C.30 step 2) (300 mg, 0.8 mmol) and 5-ethynyl-pyrimidin-2-ylamine (example D.2) (115 mg, 0.8 mmol) according to general procedure II. Obtained as an off-white solid (101 mg, 34%). MS (ISP) 364.1 [(M+H)+], 366 [(M+2+H)+]; mp 279-280° C. Starting materials: C(C)N(C1CN(CC1)C(=O)C1=NNC(=C1C)C1=CC(=CC=C1)C#C[Si](C)(C)C)CC ((3-diethylamino-pyrrolidin-1-yl)-[4-methyl-5-(3-trimethylsilanylethynyl-phenyl)-1H-pyrazol-3-yl]-methanone), [F-].C(CCC)[N+](CCCC)(CCCC)CCCC (tetrabutylammonium fluoride). Solvent: C1CCOC1 (THF), C1CCOC1 (THF). Reaction conditions: time 1.5 hour. Product: C(C)N(C1CN(CC1)C(=O)C1=NNC(=C1C)C1=CC(=CC=C1)C#C)CC ((3-Diethylamino-pyrrolidin-1-yl)-[5-(3-ethynyl-phenyl)-4-methyl-1H-pyrazol-3-yl]-methanone). RXN SMILES: [CH2:1]([N:3]([CH2:29][CH3:30])[CH:4]1[CH2:8][CH2:7][N:6]([C:9]([C:11]2[C:15]([CH3:16])=[C:14]([C:17]3[CH:22]=[CH:21][CH:20]=[C:19]([C:23]#[C:24][Si](C)(C)C)[CH:18]=3)[NH:13][N:12]=2)=[O:10])[CH2:5]1)[CH3:2].[F-].C([N+](CCCC)(CCCC)CCCC)CCC>C1COCC1>[CH2:29]([N:3]([CH2:1][CH3:2])[CH:4]1[CH2:8][CH2:7][N:6]([C:9]([C:11]2[C:15]([CH3:16])=[C:14]([C:17]3[CH:22]=[CH:21][CH:20]=[C:19]([C:23]#[CH:24])[CH:18]=3)[NH:13][N:12]=2)=[O:10])[CH2:5]1)[CH3:30] |f:1.2|. Procedure details: A solution of 0.101 g (0.24 mmol) of (3-diethylamino-pyrrolidin-1-yl)-[4-methyl-5-(3-trimethylsilanylethynyl-phenyl)-1H-pyrazol-3-yl]-methanone in 2.4 ml THF at 0° C. was treated with 0.26 ml (0.26 mmol) of 1M tetrabutylammonium fluoride in THF. The reaction was stirred at this temperature for 1.5 h and then partitioned between water/Et2O (3×). The organic phases were washed with water, dried (Na2SO4) and evaporated to give 0.084 g (quant) of the title compound as yellow foam. MS: 351.3 (MH+). Reactants: resultant mixture, resultant solution, ice water, [H-].[Na+] (sodium hydride), BrCCCCCCCCO (8-bromo-1-octanol), O (water), C1(=CC=CC=C1)C=1C=CC=2N(C3=CC=C(C=C3C2C1)C1=CC=CC=C1)C1=CC=C(C=C1)O (3,6-diphenyl-9-(4-hydroxyphenyl)carbazole). Solvent: CN(C=O)C (N,N-dimethylformamide). Conditions: time 1 hour. The product is C1(=CC=CC=C1)C=1C=CC=2N(C3=CC=C(C=C3C2C1)C1=CC=CC=C1)C1=CC=C(OCCCCCCCCO)C=C1 (8-[4-(3,6-diphenylcarbazol-9-yl)phenoxy]octan-1-ol). Yield: 95.1%. As a reaction SMILES: [C:1]1([C:7]2[CH:8]=[CH:9][C:10]3[N:11]([C:26]4[CH:31]=[CH:30][C:29]([OH:32])=[CH:28][CH:27]=4)[C:12]4[C:17]([C:18]=3[CH:19]=2)=[CH:16][C:15]([C:20]2[CH:25]=[CH:24][CH:23]=[CH:22][CH:21]=2)=[CH:14][CH:13]=4)[CH:6]=[CH:5][CH:4]=[CH:3][CH:2]=1.[H-].[Na+].Br[CH2:36][CH2:37][CH2:38][CH2:39][CH2:40][CH2:41][CH2:42][CH2:43][OH:44].O>CN(C)C=O>[C:1]1([C:7]2[CH:8]=[CH:9][C:10]3[N:11]([C:26]4[CH:27]=[CH:28][C:29]([O:32][CH2:36][CH2:37][CH2:38][CH2:39][CH2:40][CH2:41][CH2:42][CH2:43][OH:44])=[CH:30][CH:31]=4)[C:12]4[C:17]([C:18]=3[CH:19]=2)=[CH:16][C:15]([C:20]2[CH:25]=[CH:24][CH:23]=[CH:22][CH:21]=2)=[CH:14][CH:13]=4)[CH:2]=[CH:3][CH:4]=[CH:5][CH:6]=1 |f:1.2|. Reported procedure: The obtained 3,6-diphenyl-9-(4-hydroxyphenyl)carbazole (1.54 g, 3.7 mmol) was dissolved in N,N-dimethylformamide (20 mL). Under cooling with ice water, 55% by mass sodium hydride (0.25 g, 5.7 mmol) was added to the resultant solution, followed by stirring for 1 hour. Next, 8-bromo-1-octanol (1.16 g, 5.5 mmol) was added thereto, and the resultant mixture was stirred for 3 hours at room temperature. In addition, the mixture was poured to water, followed by extraction with ethyl acetate. Next, the ... Run in ClCCl (dichloromethane). Reported procedure: 1-[3'-n-dodecylthio-2'-hydroxypropyl]imidazole (1.63 g.) in 20 ml. of dichloromethane and 2 ml. of thionyl chloride are stirred for 2 hours at room temperature. Thereafter, the reaction mixture is evaporated to dryness to yield 1-[2'-chloro-3'-(n-dodecylthio)propyl]imidazole hydrochloride as a gum. Starting materials: C(CCCCCCCCCCC)SCC(CN1C=NC=C1)O (1-[3'-n-dodecylthio-2'-hydroxypropyl]imidazole), S(=O)(Cl)Cl (thionyl chloride). The product is Cl.ClC(CN1C=NC=C1)CSCCCCCCCCCCCC (1-[2'-chloro-3'-(n-dodecylthio)propyl]imidazole hydrochloride). RXN SMILES: [CH2:1]([S:13][CH2:14][CH:15](O)[CH2:16][N:17]1[CH:21]=[CH:20][N:19]=[CH:18]1)[CH2:2][CH2:3][CH2:4][CH2:5][CH2:6][CH2:7][CH2:8][CH2:9][CH2:10][CH2:11][CH3:12].S(Cl)([Cl:25])=O>ClCCl>[ClH:25].[Cl:25][CH:15]([CH2:14][S:13][CH2:1][CH2:2][CH2:3][CH2:4][CH2:5][CH2:6][CH2:7][CH2:8][CH2:9][CH2:10][CH2:11][CH3:12])[CH2:16][N:17]1[CH:21]=[CH:20][N:19]=[CH:18]1 |f:3.4|. Starting materials: C(C)(N)=S (ethanethioamide), Br.Br.BrCC(CCN1CCC(CC1)CC1=NC2=C(N1CC1=CC=C(C=C1)F)C=CC=C2)=O (1-bromo-4-[4-[[1-[(4-fluorophenyl)methyl]-1H-benzimidazol-2-yl]methyl]-1-piperidinyl]-2-butanone dihydrobromide). Run in CO (methanol). Reaction conditions: time 8 hour. Product: FC1=CC=C(C=C1)CN1C(=NC2=C1C=CC=C2)CC2CCN(CC2)CCC=2N=C(SC2)C (1-[(4-fluorophenyl)methyl]-2-[[1-[2-(2-methyl-4-thiazolyl)ethyl]-4-piperidinyl]methyl]-1H-benzimidazole). The yield is 33.0%. As a reaction SMILES: [C:1](=[S:4])([NH2:3])[CH3:2].Br.Br.Br[CH2:8][C:9](=O)[CH2:10][CH2:11][N:12]1[CH2:17][CH2:16][CH:15]([CH2:18][C:19]2[N:23]([CH2:24][C:25]3[CH:30]=[CH:29][C:28]([F:31])=[CH:27][CH:26]=3)[C:22]3[CH:32]=[CH:33][CH:34]=[CH:35][C:21]=3[N:20]=2)[CH2:14][CH2:13]1>CO>[F:31][C:28]1[CH:29]=[CH:30][C:25]([CH2:24][N:23]2[C:22]3[CH:32]=[CH:33][CH:34]=[CH:35][C:21]=3[N:20]=[C:19]2[CH2:18][CH:15]2[CH2:14][CH2:13][N:12]([CH2:11][CH2:10][C:9]3[N:3]=[C:1]([CH3:2])[S:4][CH:8]=3)[CH2:17][CH2:16]2)=[CH:26][CH:27]=1 |f:1.2.3|. Procedure: A mixture of 0.75 parts of ethanethioamide, 7 parts of 1-bromo-4-[4-[[1-[(4-fluorophenyl)methyl]-1H-benzimidazol-2-yl]methyl]-1-piperidinyl]-2-butanone dihydrobromide and 80 parts of methanol was stirred overnight at room temperature. The reaction mixture was evaporated. Water was added. The whole was treated with sodium hydroxide. The product was extracted with dichloromethane. The extract was dried, filtered and evaporated. The residue was purified by column chromatography over silica gel usin... Run in C(C)(=O)O (acetic acid), C(C)(=O)O (acetic acid). Reported procedure: A solution of 10 g of dodecyl 4-hydroxybenzoate and 60 ml of acetic acid was heated at 30° to 35° C. and a solution of 2 ml of fuming nitric acid and 10 ml of acetic acid was added dropwise thereto over a 20 minute period with stirring. After the completion of the addition, the mixture was stirred for 1 hour. The crystals deposited in the reaction mixture were collected by filtration, washed with water and recrystallized from ethanol to obtain 11.0 g (yield 95.8%) of the desired compound having ... Reaction conditions: time 20 minute. Product: [N+](=O)([O-])C=1C=C(C(=O)OCCCCCCCCCCCC)C=CC1O (Dodecyl 3-Nitro-4-hydroxybenzoate). RXN SMILES: [OH:1][C:2]1[CH:22]=[CH:21][C:5]([C:6]([O:8][CH2:9][CH2:10][CH2:11][CH2:12][CH2:13][CH2:14][CH2:15][CH2:16][CH2:17][CH2:18][CH2:19][CH3:20])=[O:7])=[CH:4][CH:3]=1.[N+:23]([O-])([OH:25])=[O:24]>C(O)(=O)C>[N+:23]([C:22]1[CH:21]=[C:5]([CH:4]=[CH:3][C:2]=1[OH:1])[C:6]([O:8][CH2:9][CH2:10][CH2:11][CH2:12][CH2:13][CH2:14][CH2:15][CH2:16][CH2:17][CH2:18][CH2:19][CH3:20])=[O:7])([O-:25])=[O:24]. Yield: 95.8%. Starting materials: [N+](=O)(O)[O-] (nitric acid), OC1=CC=C(C(=O)OCCCCCCCCCCCC)C=C1 (dodecyl 4-hydroxybenzoate). Reactants: N(=NC(=O)OC)C(=O)OC (dimethyl azodicarboxylate), COC=1C=CC=2N(C3=CC=C(C(=C3SC2C1CO)COCOCCOC)OC)C ([3,7-dimethoxy-6-(2-methoxy-ethoxymethoxymethyl)-10-methyl-phenothiazin-4-yl]-methanol), C1(C=2C(C(N1)=O)=CC=CC2)=O (phthalimide), C1(=CC=CC=C1)P(C1=CC=CC=C1)C1=CC=CC=C1 (triphenylphosphine), ice water. Run in C(C)O (ethanol), CCCCCC (hexane), O1CCCC1 (tetrahydrofuran), O1CCCC1 (tetrahydrofuran), C(C)(=O)OCC (ethyl acetate). Run at time 2 hour. The product is C1(NC(C2CC=CC=C12)=O)=O (dihydro-1H-isoindole-1,3-dione). Reaction SMILES: N(C(OC)=O)=NC(OC)=O.COC1C=CC2N(C)C3C(SC=2C=1CO)=C(COCOCCOC)C(OC)=CC=3.[C:40]1(=[O:50])[NH:44][C:43](=[O:45])[C:42]2=[CH:46][CH:47]=[CH:48][CH:49]=[C:41]12.C1(P(C2C=CC=CC=2)C2C=CC=CC=2)C=CC=CC=1>O1CCCC1.C(O)C.CCCCCC.C(OCC)(=O)C>[C:43]1(=[O:45])[C:42]2[CH:41]([CH2:49][CH:48]=[CH:47][CH:46]=2)[C:40](=[O:50])[NH:44]1. Procedure details: A solution of 3.19 g (18.32 mmol) of dimethyl azodicarboxylate in 10 ml of tetrahydrofuran was added within 4 hours under argon and while cooling with ice to a solution of 6.44 g (15.24 mmol) of [3,7-dimethoxy-6-(2-methoxy-ethoxymethoxymethyl)-10-methyl-phenothiazin-4-yl]-methanol, 2.68 g (18.11 mmol) of phthalimide and 4.40 g (16.77 mmol) of triphenylphosphine in 75 ml of tetrahydrofuran. The reaction mixture was stirred at 0° for a further 2 hours, brought slowly to room temperature and then p...